This data is from the Open Reaction Database (ORD), a public repository of structured organic reaction records. The task is: describe an organic reaction: reactants, conditions, products, and yield The reactants are O=C(n1ccnc1)n1ccnc1, CCN(CC)CCCN, CC(C)O, O=C(O)Cn1c(-c2ccc(Cl)cc2)nc2cccnc21, C1CCOC1, O. Product: CCN(CC)CCCNC(=O)Cn1c(-c2ccc(Cl)cc2)nc2cccnc21. As a reaction SMILES: [C:21]([n:22]1[cH:23][cH:24][n:25][cH:26]1)([n:27]1[cH:28][cH:29][n:30][cH:31]1)=[O:32].[CH2:33]([CH3:34])[N:35]([CH2:36][CH2:37][CH2:38][NH2:39])[CH2:40][CH3:41].[CH:48]([OH:49])([CH3:50])[CH3:51].[Cl:1][c:2]1[cH:3][cH:4][c:5](-[c:8]2[n:9][c:10]3[c:11]([n:12][cH:13][cH:14][cH:15]3)[n:16]2[CH2:17][C:18](=[O:19])[OH:20])[cH:6][cH:7]1.[O:43]1[CH2:44][CH2:45][CH2:46][CH2:47]1.[OH2:42]>>[Cl:1][c:2]1[cH:3][cH:4][c:5](-[c:8]2[n:9][c:10]3[c:11]([n:12][cH:13][cH:14][cH:15]3)[n:16]2[CH2:17][C:18](=[O:20])[NH:39][CH2:38][CH2:37][CH2:36][N:35]([CH2:33][CH3:34])[CH2:40][CH3:41])[cH:6][cH:7]1. The reactants are N1(CCCC1)C1=C(C=CC=C1)NC(=S)N (1-[2-(1-pyrrolidinyl)phenyl]thiourea), CC(=O)C (acetone), CI (Methyl iodide). The solvent is CO (methanol). The product is I.CSC(NC1=C(C=CC=C1)N1CCCC1)=N (2-methyl-1-[2-(1-pyrrolidinyl)phenyl]-2-thiopseudourea hydroiodide). RXN SMILES: [N:1]1([C:6]2[CH:11]=[CH:10][CH:9]=[CH:8][C:7]=2[NH:12][C:13]([NH2:15])=[S:14])[CH2:5][CH2:4][CH2:3][CH2:2]1.[CH3:16]C(C)=O.C[I:21]>CO>[IH:21].[CH3:16][S:14][C:13](=[NH:15])[NH:12][C:7]1[CH:8]=[CH:9][CH:10]=[CH:11][C:6]=1[N:1]1[CH2:2][CH2:3][CH2:4][CH2:5]1 |f:4.5|. Procedure details: A mixture of 1-[2-(1-pyrrolidinyl)phenyl]thiourea (12.2 g), acetone (100 ml) and methanol (20 ml) was heated to 90°-95° C. Methyl iodide (8.36 g) was added and the mixture heated under reflux for 3 hours. The solvent was removed by evaporation to give a residue which was dried under vacuum (5 mm/Hg) to give 2-methyl-1-[2-(1-pyrrolidinyl)phenyl]-2-thiopseudourea hydroiodide (m.p. 139°-141° C.). The reactants are CC/1CN(CC\C1=N/OC)C(=O)OC(C)(C)C (1,1-Dimethylethyl(4E)-3-methyl-4-[(methyloxy)imino]-1-piperidinecarboxylate), Cl.O1CCOCC1 (HCl dioxane). Run in CO (methanol). Run at time 8 hour. Product: CO\N=C/1\C(CNCC1)C ((4E)-3-methyl-4-piperidinone O-methyloxime). Yield: 147.1%. RXN SMILES: [CH3:1][CH:2]1[CH2:3][N:4](C(OC(C)(C)C)=O)[CH2:5][CH2:6]/[C:7]/1=[N:8]\[O:9][CH3:10].Cl.O1CCOCC1>CO>[CH3:10][O:9]/[N:8]=[C:7]1/[CH:2]([CH3:1])[CH2:3][NH:4][CH2:5][CH2:6]/1 |f:1.2|. Procedure details: 1,1-Dimethylethyl(4E)-3-methyl-4-[(methyloxy)imino]-1-piperidinecarboxylate (197 mg) was dissolved in methanol, treated with 4.0 N HCl/dioxane (4 mL) and stirred overnight. The reaction was then concentrated to provide the product as a white solid (170 mg). The crude material was used without further purification. Reactants: ClCCl, O=C(O)C(CCCl)c1ccccc1, O=C(Cl)C(=O)Cl, CN(C)C=O. Yields the product [Cl-], O=C(O)C(CCCl)c1ccccc1. As a reaction SMILES: [CH2:25]([Cl:26])[Cl:27].[Cl:12][CH2:13][CH2:14][CH:15]([C:16](=[O:17])[OH:18])[c:19]1[cH:20][cH:21][cH:22][cH:23][cH:24]1.[Cl:1][C:2]([C:3]([Cl:4])=[O:5])=[O:6].[O:7]=[CH:8][N:9]([CH3:10])[CH3:11]>>[Cl-:1].[Cl:12][CH2:13][CH2:14][CH:15]([C:16](=[O:17])[OH:18])[c:19]1[cH:20][cH:21][cH:22][cH:23][cH:24]1. Starting materials: IC1=C(C(=O)OC)C=C(C=C1)I (methyl 2,5-diiodobenzoate), OC1=NC=CC=C1 (2-hydroxypyridine), OC=1C=CC=C2C=CC=NC12 (8-hydroxyquinoline), [O-]P(=O)([O-])[O-].[K+].[K+].[K+] (K3PO4). Reagents/catalysts: [Cu]I (CuI). Solvent: O1CCOCC1 (dioxane). Run at temperature 130 celsius. Product: IC1=C(C(=O)O)C=C(C=C1)N1C(C=CC=C1)=O (2-iodo-5-(2-oxopyridin-1(2H)-yl)benzoic acid). Reaction SMILES: [I:1][C:2]1[CH:11]=[CH:10][C:9](I)=[CH:8][C:3]=1[C:4]([O:6]C)=[O:5].[OH:13][C:14]1[CH:19]=[CH:18][CH:17]=[CH:16][N:15]=1.OC1C=CC=C2C=1N=CC=C2.[O-]P([O-])([O-])=O.[K+].[K+].[K+]>O1CCOCC1.[Cu]I>[I:1][C:2]1[CH:11]=[CH:10][C:9]([N:15]2[CH:16]=[CH:17][CH:18]=[CH:19][C:14]2=[O:13])=[CH:8][C:3]=1[C:4]([OH:6])=[O:5] |f:3.4.5.6|. Procedure: A mixture of methyl 2,5-diiodobenzoate prepared above (1.04 g, 2.67 mmol), 2-hydroxypyridine 1-7 (0.254 g, 2.67 mmol), 8-hydroxyquinoline (0.077 g, 0.53 mmol) and K3PO4 (1.13 g, 5.33 mmol) in dioxane (8 mL) was degassed with Ar before being charged with CuI (0.101 g, 0.53 mmol). The mixture in a sealed tube was heated at 130° C. overnight. It was then purified by HPLC to give 2-iodo-5-(2-oxopyridin-1(2H)-yl)benzoic acid (0.220 g). MS 342.0 (M+H). Starting materials: CCCCO, CCCCCCC(F)COS(=O)(=O)c1ccc(C)cc1, [K+], [OH-], CCCCCCCCc1ccc2oc(-c3ccc(O)cc3)nc2c1. The product is CCCCCCC(F)CO. Reaction SMILES: [CH2:47]([OH:48])[CH2:49][CH2:50][CH3:51].[F:27][CH:28]([CH2:29][O:30][S:31]([c:32]1[cH:33][cH:34][c:35]([CH3:36])[cH:37][cH:38]1)(=[O:39])=[O:40])[CH2:41][CH2:42][CH2:43][CH2:44][CH2:45][CH3:46].[K+:26].[OH-:25].[OH:1][c:2]1[cH:3][cH:4][c:5](-[c:6]2[o:7][c:8]3[cH:9][cH:10][c:11]([CH2:12][CH2:13][CH2:14][CH2:15][CH2:16][CH2:17][CH2:18][CH3:19])[cH:20][c:21]3[n:22]2)[cH:23][cH:24]1>>[F:27][CH:28]([CH2:29][OH:30])[CH2:41][CH2:42][CH2:43][CH2:44][CH2:45][CH3:46]. The reactants are ClC1=C(C=C(C=C1)[N+](=O)[O-])O (2-chloro-5-nitrophenol), BrCCCl (1-bromo-2-chloroethane), C(=O)([O-])[O-].[K+].[K+] (K2CO3). Solvent: CN(C)C=O (DMF), O (water). Conditions: temperature 80 celsius. Product: ClC1=C(C=C(C=C1)[N+](=O)[O-])OCCCl (1-Chloro-2-(2-chloro-ethoxy)-4-nitrobenzene). RXN SMILES: [Cl:1][C:2]1[CH:7]=[CH:6][C:5]([N+:8]([O-:10])=[O:9])=[CH:4][C:3]=1[OH:11].Br[CH2:13][CH2:14][Cl:15].C([O-])([O-])=O.[K+].[K+]>CN(C=O)C.O>[Cl:1][C:2]1[CH:7]=[CH:6][C:5]([N+:8]([O-:10])=[O:9])=[CH:4][C:3]=1[O:11][CH2:13][CH2:14][Cl:15] |f:2.3.4|. Procedure details: A mixture of 2-chloro-5-nitrophenol (4 g, 23 mmol), 1-bromo-2-chloroethane (9 mL, 115 mmol), and K2CO3 (8 g, 58 mmol) in DMF (50 mL) was heated at 80° C. for 18 h. The mixture was diluted with water and extracted several times with EtOAc. The combined organic layers were washed with 1N NaOH (aq) and concentrated in vacuo to yield the title compound and a bromo adduct contaminant. The reactants are FC1=C(C=CC=C1)N1N=NC(=C1C1=CC=NC=C1)C1=NC(=NO1)C1=CC=C(C=O)C=C1 (4-(5-(1-(2-fluorophenyl)-5-(pyridin-4-yl)-1H-1,2,3-triazol-4-yl)-1,2,4-oxadiazol-3-yl)benzaldehyde), CNCC(=O)O (2-(methylamino)acetic acid). Product: FC1=C(C=CC=C1)N1N=NC(=C1C1=CC=NC=C1)C1=NC(=NO1)C1=CC=C(CN(CC(=O)O)C)C=C1 (N-(4-{5-[1-(2-fluorophenyl)-5-pyridin-4-yl-1H-1,2,3-triazol-4-yl]-1,2,4-oxadiazol-3-yl}benzyl)-N-methylglycine), Example 130. Reaction SMILES: [F:1][C:2]1[CH:7]=[CH:6][CH:5]=[CH:4][C:3]=1[N:8]1[C:12]([C:13]2[CH:18]=[CH:17][N:16]=[CH:15][CH:14]=2)=[C:11]([C:19]2[O:23][N:22]=[C:21]([C:24]3[CH:31]=[CH:30][C:27]([CH:28]=O)=[CH:26][CH:25]=3)[N:20]=2)[N:10]=[N:9]1.[CH3:32][NH:33][CH2:34][C:35]([OH:37])=[O:36]>>[F:1][C:2]1[CH:7]=[CH:6][CH:5]=[CH:4][C:3]=1[N:8]1[C:12]([C:13]2[CH:18]=[CH:17][N:16]=[CH:15][CH:14]=2)=[C:11]([C:19]2[O:23][N:22]=[C:21]([C:24]3[CH:31]=[CH:30][C:27]([CH2:28][N:33]([CH3:32])[CH2:34][C:35]([OH:37])=[O:36])=[CH:26][CH:25]=3)[N:20]=2)[N:10]=[N:9]1. Reported procedure: The title compound was prepared following the procedure described for Example 94, but starting from 4-(5-(1-(2-fluorophenyl)-5-(pyridin-4-yl)-1H-1,2,3-triazol-4-yl)-1,2,4-oxadiazol-3-yl)benzaldehyde, obtained as described in Example 113, Step 1, (100 mg; 0.24 mmol) and 2-(methylamino)acetic acid (43.2 mg; 0.48 mmol) to give Example 130 as a white solid. 1H NMR: (DMSO-d6, 400 MHz) δ 8.76-8.73 (2H, m), 7.97 (2H, d, J=8.0 Hz), 7.93-7.88 (1H, m), 7.76-7.69 (1H, m), 7.63-7.58 (2H, m), 7.61-7.47 (4H, ...